describe an organic reaction: reactants, conditions, products, and yield From a dataset of the Open Reaction Database (ORD), a public repository of structured organic reaction records. Procedure: 7.5 ml of water and 197 mg of lithium hydroxide are added to a solution of 2 g of ethyl [4-(morpholin-4-yl)-6-oxo-1,6-dihydropyrimidin-2-yl]acetate prepared in stage 1 of Example 1 in 75 ml of methanol. After stirring for 48 hours at ambient temperature, the reaction mixture is concentrated under reduced pressure. 50 ml of water are added. The aqueous phase is then washed with ethyl acetate and then lyophilized. 1.73 g of lithium [4-(morpholin-4-yl)-6-oxo-1,6-dihydropyrimidin-2-yl]acetate are ob... Yields the product N1(CCOCC1)C=1N=C(NC(C1)=O)CC(=O)[O-].[Li+] (lithium [4-(morpholin-4-yl)-6-oxo-1,6-dihydropyrimidin-2-yl]acetate). Isolated yield 94.3%. Solvent: CO (methanol). Reactants: O (water), [OH-].[Li+] (lithium hydroxide), N1(CCOCC1)C=1N=C(NC(C1)=O)CC(=O)OCC (ethyl [4-(morpholin-4-yl)-6-oxo-1,6-dihydropyrimidin-2-yl]acetate). Conditions: time 48 hour. RXN SMILES: O.[OH-].[Li+:3].[N:4]1([C:10]2[N:11]=[C:12]([CH2:17][C:18]([O:20]CC)=[O:19])[NH:13][C:14](=[O:16])[CH:15]=2)[CH2:9][CH2:8][O:7][CH2:6][CH2:5]1>CO>[N:4]1([C:10]2[N:11]=[C:12]([CH2:17][C:18]([O-:20])=[O:19])[NH:13][C:14](=[O:16])[CH:15]=2)[CH2:5][CH2:6][O:7][CH2:8][CH2:9]1.[Li+:3] |f:1.2,5.6|. Starting materials: C(C1=CC=CC=C1)OC1=CC2=C(NC(=N2)C2=NC=CN=C2)C=C1OC1=C(C=CC=C1)F (5-benzyloxy-6-(2-fluorophenoxy)-2-pyrazin-2-yl-1H-benzimidazole), [H][H] (hydrogen). Reagents/catalysts: [OH-].[Pd+2].[OH-].[C] (palladium hydroxide carbon). Run in CO (methanol), O1CCCC1 (tetrahydrofuran). Yields the product FC1=C(OC2=CC3=C(NC(=N3)C3=NC=CN=C3)C=C2O)C=CC=C1 (5-(2-fluorophenoxy)-6-hydroxy-2-pyrazin-2-yl-1H-benzimidazole). RXN SMILES: C([O:8][C:9]1[C:23]([O:24][C:25]2[CH:30]=[CH:29][CH:28]=[CH:27][C:26]=2[F:31])=[CH:22][C:12]2[NH:13][C:14]([C:16]3[CH:21]=[N:20][CH:19]=[CH:18][N:17]=3)=[N:15][C:11]=2[CH:10]=1)C1C=CC=CC=1.[H][H]>[OH-].[Pd+2].[OH-].[C].CO.O1CCCC1>[F:31][C:26]1[CH:27]=[CH:28][CH:29]=[CH:30][C:25]=1[O:24][C:23]1[C:9]([OH:8])=[CH:10][C:11]2[NH:15][C:14]([C:16]3[CH:21]=[N:20][CH:19]=[CH:18][N:17]=3)=[N:13][C:12]=2[CH:22]=1 |f:2.3.4.5|. Reported procedure: 500 mg of 20% palladium hydroxide-carbon catalyst was added to a suspension of 697 mg of 5-benzyloxy-6-(2-fluorophenoxy)-2-pyrazin-2-yl-1H-benzimidazole obtained in Example 250, in 10 ml of methanol and 10 ml of tetrahydrofuran, and the reaction liquid was stirred in a hydrogen atmosphere at room temperature for 1 hour. The catalyst was removed through filtration through Celite, the solvent was evaporated away under reduced pressure, and the residue was purified through silica gel column chromat... Starting materials: [Li]CCCC, CCCCCC1CCC(CC=O)CC1, C1CCOC1, CCCCCC, C#CC1CCC(O[Si](C)(C)C)CC1, Cl. Product: CCCCCC1CCC(CC(O)C#CC2CCC(O[Si](C)(C)C)CC2)CC1. RXN SMILES: [CH2:20]([Li:21])[CH2:22][CH2:23][CH3:24].[CH2:25]([CH2:26][CH2:27][CH2:28][CH3:29])[CH:30]1[CH2:31][CH2:32][CH:33]([CH2:36][CH:37]=[O:38])[CH2:34][CH2:35]1.[CH2:40]1[O:41][CH2:42][CH2:43][CH2:44]1.[CH3:14][CH2:15][CH2:16][CH2:17][CH2:18][CH3:19].[CH3:1][Si:2]([O:3][CH:4]1[CH2:5][CH2:6][CH:7]([C:10]#[CH:11])[CH2:8][CH2:9]1)([CH3:12])[CH3:13].[ClH:39]>>[CH3:1][Si:2]([O:3][CH:4]1[CH2:5][CH2:6][CH:7]([C:10]#[C:11][CH:37]([CH2:36][CH:33]2[CH2:32][CH2:31][CH:30]([CH2:25][CH2:26][CH2:27][CH2:28][CH3:29])[CH2:35][CH2:34]2)[OH:38])[CH2:8][CH2:9]1)([CH3:12])[CH3:13]. The reactants are C(C1=CC=CC=C1)N1CCC(CC1)CC(CC1=CC=CC=C1)(C(=O)OCC)C(=O)OCC (1-benzyl-4-(3-phenyl-2,2-bis(carboethoxy)propyl)piperidine), [H-].[Al+3].[Li+].[H-].[H-].[H-] (lithium aluminum hydride). The product is C(C1=CC=CC=C1)N1CCC(CC1)CC(CC1=CC=CC=C1)(CO)CO (1-Benzyl-4-(3-phenyl-2,2-bis(hydroxymethyl)propyl) piperidine). Yield: 57.7%. Reaction SMILES: [CH2:1]([N:8]1[CH2:13][CH2:12][CH:11]([CH2:14][C:15]([C:28](OCC)=[O:29])([C:23](OCC)=[O:24])[CH2:16][C:17]2[CH:22]=[CH:21][CH:20]=[CH:19][CH:18]=2)[CH2:10][CH2:9]1)[C:2]1[CH:7]=[CH:6][CH:5]=[CH:4][CH:3]=1.[H-].[Al+3].[Li+].[H-].[H-].[H-]>>[CH2:1]([N:8]1[CH2:13][CH2:12][CH:11]([CH2:14][C:15]([CH2:23][OH:24])([CH2:28][OH:29])[CH2:16][C:17]2[CH:18]=[CH:19][CH:20]=[CH:21][CH:22]=2)[CH2:10][CH2:9]1)[C:2]1[CH:3]=[CH:4][CH:5]=[CH:6][CH:7]=1 |f:1.2.3.4.5.6|. Reported procedure: A mixture of 430 mg (1.0 mmol) of 1-benzyl-4-(3-phenyl-2,2-bis(carboethoxy)propyl)piperidine (from EXAMPLE 32, Step D) and 65 mg (1.7 mmol) of lithium aluminum hydride was heated at reflux for 1 h. The reaction was cooled and quenched with 10 mL of 1.0 N NaOH. The quenched mixture was partitioned between 50 mL of ether and 25 mL of H2O and the layers were separated. The organic layer was dried over MgSO4 and concentrated. The resulting solid was triturated with ether, filtered and dried to affor... Reactants: CCOC(=O)OCC, [K+], [K+], COc1ccc(C2CCC(N)(CO)C2)cc1, O=C([O-])[O-]. Yields the product COc1ccc(C2CCC3(COC(=O)N3)C2)cc1. As a reaction SMILES: [C:23](=[O:24])([O:25][CH2:26][CH3:27])[O:28][CH2:29][CH3:30].[K+:17].[K+:18].[NH2:1][C:2]1([CH2:15][OH:16])[CH2:3][CH:4]([c:7]2[cH:8][cH:9][c:10]([O:13][CH3:14])[cH:11][cH:12]2)[CH2:5][CH2:6]1.[O-:19][C:20]([O-:21])=[O:22]>>[NH:1]1[C:2]2([CH2:3][CH:4]([c:7]3[cH:8][cH:9][c:10]([O:13][CH3:14])[cH:11][cH:12]3)[CH2:5][CH2:6]2)[CH2:15][O:16][C:20]1=[O:19]. Starting materials: ClCCCCC=1N(N=C2C(=NC=3C=CC=CC3C21)N)C (1-(4-chlorobutyl)-2-methyl-2H-pyrazolo[3,4-c]quinoline-4-amine), FC(C(=O)O)(F)F (trifluoroacetic acid). Reagents/catalysts: [Pt]=O (platinum oxide). Conditions: time 2 day. Yields the product ClCCCCC=1N(N=C2C(=NC=3CCCCC3C21)N)C (1-(4-chlorobutyl)-2-methyl-6,7,8,9-tetrahydro-2H-pyrazolo[3,4-c]quinoline-4-amine). The yield is 79.4%. As a reaction SMILES: [Cl:1][CH2:2][CH2:3][CH2:4][CH2:5][C:6]1[N:7]([CH3:20])[N:8]=[C:9]2[C:18]=1[C:17]1[CH:16]=[CH:15][CH:14]=[CH:13][C:12]=1[N:11]=[C:10]2[NH2:19].FC(F)(F)C(O)=O>[Pt]=O>[Cl:1][CH2:2][CH2:3][CH2:4][CH2:5][C:6]1[N:7]([CH3:20])[N:8]=[C:9]2[C:18]=1[C:17]1[CH2:16][CH2:15][CH2:14][CH2:13][C:12]=1[N:11]=[C:10]2[NH2:19]. Procedure: A mixture of 1-(4-chlorobutyl)-2-methyl-2H-pyrazolo[3,4-c]quinoline-4-amine (2.8 g, 8.6 mmol, prepared as described in Part F of Examples 454-488), platinum oxide, and trifluoroacetic acid was shaken under hydrogen pressure on a Parr apparatus for 2 days. The reaction mixture was filtered through a layer of CELITE filter agent and the filter cake was rinsed with methanol. The filtrate was concentrated under reduced pressure. The residue was diluted with water (10 mL), the pH was adjusted to pH 1... Starting materials: BrC1=C(C=C(S1)C(C(=O)N1CCCC1)(C)C)C (1-[2-(5-bromo-4-methyl-2-thienyl)-2-methylpropanoyl]pyrrolidine). The product is CC(C(=O)N1CCCC1)(C)C=1SC=C(C1)C (1-[2-methyl-2-(4-methyl-2-thienyl)propanoyl]pyrrolidine). As a reaction SMILES: Br[C:2]1[S:6][C:5]([C:7]([CH3:16])([CH3:15])[C:8]([N:10]2[CH2:14][CH2:13][CH2:12][CH2:11]2)=[O:9])=[CH:4][C:3]=1[CH3:17]>C(O)(=O)C.O.[Zn]>[CH3:16][C:7]([C:5]1[S:6][CH:2]=[C:3]([CH3:17])[CH:4]=1)([CH3:15])[C:8]([N:10]1[CH2:14][CH2:13][CH2:12][CH2:11]1)=[O:9]. Reagents/catalysts: [Zn] (zinc). Run in C(C)(=O)O (acetic acid), O (water). Procedure: To a solution of the 1-[2-(5-bromo-4-methyl-2-thienyl)-2-methylpropanoyl]pyrrolidine in acetic acid (8 ml) and water (5 ml) was added zinc dust (1.1 g, 15 mmol). The mixture was heated under reflux for 24 hours. The solvent was evaporated and the residue was dissolved in ethyl acetate and then washed sequentially with 1N hydrochloric acid, 1N sodium hydroxide and a saturated brine solution. The ethyl acetate solution was dried over magnesium sulfate and then evaporated. The residue was purified ...